Dataset: the Open Reaction Database (ORD), a public repository of structured organic reaction records. Task: describe an organic reaction: reactants, conditions, products, and yield Reactants: CCOC(C)=O, CC(C)(C)OC(=O)c1nc(N2CCc3cccc(C(=O)N(COCC[Si](C)(C)C)c4nc5ccccc5s4)c3C2)sc1C#CCO. Yields the product CC(C)(C)OC(=O)c1nc(N2CCc3cccc(C(=O)N(COCC[Si](C)(C)C)c4nc5ccccc5s4)c3C2)sc1CCCO. Reaction SMILES: [CH3:47][CH2:48][O:49][C:50]([CH3:51])=[O:52].[s:1]1[c:2]([N:10]([C:11](=[O:12])[c:13]2[cH:14][cH:15][cH:16][c:17]3[c:22]2[CH2:21][N:20]([c:23]2[s:24][c:25]([C:35]#[C:36][CH2:37][OH:38])[c:26]([C:28](=[O:29])[O:30][C:31]([CH3:32])([CH3:33])[CH3:34])[n:27]2)[CH2:19][CH2:18]3)[CH2:39][O:40][CH2:41][CH2:42][Si:43]([CH3:44])([CH3:45])[CH3:46])[n:3][c:4]2[c:5]1[cH:6][cH:7][cH:8][cH:9]2>>[s:1]1[c:2]([N:10]([C:11](=[O:12])[c:13]2[cH:14][cH:15][cH:16][c:17]3[c:22]2[CH2:21][N:20]([c:23]2[s:24][c:25]([CH2:35][CH2:36][CH2:37][OH:38])[c:26]([C:28](=[O:29])[O:30][C:31]([CH3:32])([CH3:33])[CH3:34])[n:27]2)[CH2:19][CH2:18]3)[CH2:39][O:40][CH2:41][CH2:42][Si:43]([CH3:44])([CH3:45])[CH3:46])[n:3][c:4]2[c:5]1[cH:6][cH:7][cH:8][cH:9]2. Starting materials: CCCN(CCC)C1COc2c(F)ccc(S(=O)(=O)C(F)(F)F)c2C1, CCO, Cc1ccccc1, [Cl-], [Li+], N, [Na+], [Na+], O=C([O-])[O-], [Pd], c1ccc(P(c2ccccc2)c2ccccc2)cc1, c1ccc(P(c2ccccc2)c2ccccc2)cc1, c1ccc(P(c2ccccc2)c2ccccc2)cc1, c1ccc(P(c2ccccc2)c2ccccc2)cc1, OB(O)c1ccco1. Yields the product CCCN(CCC)C1COc2c(F)ccc(-c3ccco3)c2C1. Reaction SMILES: [CH2:1]([CH2:2][CH3:3])[N:4]([CH:5]1[CH2:6][O:7][c:8]2[c:9]([F:22])[cH:10][cH:11][c:12]([S:15]([C:16]([F:17])([F:18])[F:19])(=[O:20])=[O:21])[c:13]2[CH2:14]1)[CH2:23][CH2:24][CH3:25].[CH3:120][CH2:121][OH:122].[CH3:123][c:124]1[cH:125][cH:126][cH:127][cH:128][cH:129]1.[Cl-:35].[Li+:34].[NH3:42].[Na+:36].[Na+:37].[O-:38][C:39](=[O:40])[O-:41].[Pd:43].[c:101]1([P:102]([c:103]2[cH:104][cH:105][cH:106][cH:107][cH:108]2)[c:109]2[cH:110][cH:111][cH:112][cH:113][cH:114]2)[cH:115][cH:116][cH:117][cH:118][cH:119]1.[c:44]1([P:45]([c:46]2[cH:47][cH:48][cH:49][cH:50][cH:51]2)[c:52]2[cH:53][cH:54][cH:55][cH:56][cH:57]2)[cH:58][cH:59][cH:60][cH:61][cH:62]1.[c:63]1([P:64]([c:65]2[cH:66][cH:67][cH:68][cH:69][cH:70]2)[c:71]2[cH:72][cH:73][cH:74][cH:75][cH:76]2)[cH:77][cH:78][cH:79][cH:80][cH:81]1.[c:82]1([P:83]([c:84]2[cH:85][cH:86][cH:87][cH:88][cH:89]2)[c:90]2[cH:91][cH:92][cH:93][cH:94][cH:95]2)[cH:96][cH:97][cH:98][cH:99][cH:100]1.[o:26]1[c:27]([B:31]([OH:32])[OH:33])[cH:28][cH:29][cH:30]1>>[CH2:1]([CH2:2][CH3:3])[N:4]([CH:5]1[CH2:6][O:7][c:8]2[c:9]([F:22])[cH:10][cH:11][c:12](-[c:27]3[o:26][cH:30][cH:29][cH:28]3)[c:13]2[CH2:14]1)[CH2:23][CH2:24][CH3:25]. Reactants: ClC=1C(=C2C(=NC1)N(C(=C2)I)S(=O)(=O)C2=CC=C(C)C=C2)C2=CN=C(S2)C2(CCC2)OCOC (5-(5-chloro-2-iodo-1-tosyl-1H-pyrrolo[2,3-b]pyridin-4-yl)-2-(1-(methoxymethoxy)cyclobutyl)thiazole), FC=1C=C(C=CC1C=O)B(O)O (3-fluoro-4-formylphenylboronic acid), C([O-])(O)=O.[Na+] (sodium bicarbonate). Reagents/catalysts: Cl[Pd]([P](C1=CC=CC=C1)(C2=CC=CC=C2)C3=CC=CC=C3)([P](C4=CC=CC=C4)(C5=CC=CC=C5)C6=CC=CC=C6)Cl (bis(triphenylphosphine)palladium dichloride). The solvent is CN(C=O)C (N,N-dimethylformamide), O (water), [Cl-].[Na+].O (brine). Conditions: temperature 65 celsius. Product: ClC=1C(=C2C(=NC1)N(C(=C2)C2=CC(=C(C=O)C=C2)F)S(=O)(=O)C2=CC=C(C)C=C2)C2=CN=C(S2)C2(CCC2)OCOC (4-(5-chloro-4-(2-(1-(methoxymethoxy)cyclobutyl)thiazol-5-yl)-1-tosyl-1H-pyrrolo[2,3-b]pyridin-2-yl)-2-fluorobenzaldehyde). Reaction SMILES: [Cl:1][C:2]1[C:3]([C:22]2[S:26][C:25]([C:27]3([O:31][CH2:32][O:33][CH3:34])[CH2:30][CH2:29][CH2:28]3)=[N:24][CH:23]=2)=[C:4]2[CH:10]=[C:9](I)[N:8]([S:12]([C:15]3[CH:21]=[CH:20][C:18]([CH3:19])=[CH:17][CH:16]=3)(=[O:14])=[O:13])[C:5]2=[N:6][CH:7]=1.[F:35][C:36]1[CH:37]=[C:38](B(O)O)[CH:39]=[CH:40][C:41]=1[CH:42]=[O:43].C(=O)(O)[O-].[Na+]>CN(C)C=O.O.[Cl-].[Na+].O.Cl[Pd](Cl)([P](C1C=CC=CC=1)(C1C=CC=CC=1)C1C=CC=CC=1)[P](C1C=CC=CC=1)(C1C=CC=CC=1)C1C=CC=CC=1>[Cl:1][C:2]1[C:3]([C:22]2[S:26][C:25]([C:27]3([O:31][CH2:32][O:33][CH3:34])[CH2:30][CH2:29][CH2:28]3)=[N:24][CH:23]=2)=[C:4]2[CH:10]=[C:9]([C:38]3[CH:39]=[CH:40][C:41]([CH:42]=[O:43])=[C:36]([F:35])[CH:37]=3)[N:8]([S:12]([C:15]3[CH:21]=[CH:20][C:18]([CH3:19])=[CH:17][CH:16]=3)(=[O:14])=[O:13])[C:5]2=[N:6][CH:7]=1 |f:2.3,6.7.8,^1:63,82|. Procedure details: To a solution of 5-(5-chloro-2-iodo-1-tosyl-1H-pyrrolo[2,3-b]pyridin-4-yl)-2-(1-(methoxymethoxy)cyclobutyl)thiazole (580 mg, 0.921 mmol) (Example 1F), 3-fluoro-4-formylphenylboronic acid (309 mg, 1.842 mmol), and bis(triphenylphosphine)palladium dichloride (32.3 mg, 0.046 mmol) in N,N-dimethylformamide (12 ml) was added saturated aqueous sodium bicarbonate solution (12 mL). The mixture was heated to 65° C. under an atmosphere of nitrogen for about 90 minutes. The reaction mixture was cooled to r...